This data is from the Open Reaction Database (ORD), a public repository of structured organic reaction records. The task is: describe an organic reaction: reactants, conditions, products, and yield Reactants: C(C)N1C2=CC=CC=C2C=2C=C(C=CC12)C1OC(=O)C2=CC(=CC=C12)N(C)C (3-(9-ethyl-3-carbazolyl)-6-dimethylaminophthalide), C(CCC)N(C1=CC(=CC=C1)N(CCCC)CCCC)CCCC (N,N,N',N'-tetrabutyl-m-phenylenediamine). Yields the product CN(C1=C(C(C2=CC=C(C=C2)N(CC)CC)C2=C(C(=O)O)C=C(C=C2)N(C)C)C=CC(=C1)N(C)C)C (2-[2,4-bis(dimethylamino)-4'-diethylaminobenzhydryl]-5-dimethylaminobenzoic acid). RXN SMILES: [CH2:1]([N:3]1[C:15]2[CH:14]=[CH:13][C:12]([CH:16]3[C:25]4[C:20](=[CH:21][C:22]([N:26]([CH3:28])[CH3:27])=[CH:23][CH:24]=4)[C:18](=[O:19])[O:17]3)=[CH:11][C:10]=2C2[C:4]1=[CH:5]C=CC=2)[CH3:2].[CH2:29]([N:33]([CH2:49]CCC)[C:34]1[CH:39]=[CH:38][CH:37]=[C:36]([N:40]([CH2:45]CCC)[CH2:41]CCC)[CH:35]=1)CCC>>[CH3:49][N:33]([CH3:29])[C:34]1[CH:35]=[C:36]([N:40]([CH3:41])[CH3:45])[CH:37]=[CH:38][C:39]=1[CH:16]([C:25]1[CH:24]=[CH:23][C:22]([N:26]([CH3:28])[CH3:27])=[CH:21][C:20]=1[C:18]([OH:19])=[O:17])[C:12]1[CH:13]=[CH:14][C:15]([N:3]([CH2:4][CH3:5])[CH2:1][CH3:2])=[CH:10][CH:11]=1. Procedure: Employing a procedure similar to that described in Example 1, part B above, 3-(9-ethyl-3-carbazolyl)-6-dimethylaminophthalide from A is interacted with N,N,N',N'-tetrabutyl-m-phenylenediamine to obtain 2-[α-(9-ethyl-3-carbazolyl)]-α-[2,4-bis(dibutylamino)phenyl]methyl-5-dimethylaminobenzoic acid (Formula III: R=CH3 ; X=H; Y=9-C2H5 -3-carbazolyl; Z=2,4-[(C4H9)2N]2C6H3).